This data is from the Open Reaction Database (ORD), a public repository of structured organic reaction records. The task is: describe an organic reaction: reactants, conditions, products, and yield Starting materials: BrC1=C(C=C(C=2N(C(=NC21)C2=CC=C(C=C2)C(C)C)CCOC)OC)COS(=O)(=O)C (methanesulfonic acid 4-bromo-2-(4-isopropyl-phenyl)-7-methoxy-1-(2-methoxy-ethyl)-1H-benzoimidazol-5-ylmethyl ester), NC1=CC=CC=C1 (aniline). The solvent is CN(C)C=O (DMF). Conditions: temperature 60 celsius, time 1 hour. The product is BrC1=C(C=C(C=2N(C(=NC21)C2=CC=C(C=C2)C(C)C)CCOC)OC)CNC2=CC=CC=C2 ([4-Bromo-2-(4-isopropyl-phenyl)-7-methoxy-1-(2-methoxy-ethyl)-1H-benzoimidazol-5-ylmethyl]-phenyl-amine). RXN SMILES: [Br:1][C:2]1[C:10]2[N:9]=[C:8]([C:11]3[CH:16]=[CH:15][C:14]([CH:17]([CH3:19])[CH3:18])=[CH:13][CH:12]=3)[N:7]([CH2:20][CH2:21][O:22][CH3:23])[C:6]=2[C:5]([O:24][CH3:25])=[CH:4][C:3]=1[CH2:26]OS(C)(=O)=O.[NH2:32][C:33]1[CH:38]=[CH:37][CH:36]=[CH:35][CH:34]=1>CN(C=O)C>[Br:1][C:2]1[C:10]2[N:9]=[C:8]([C:11]3[CH:12]=[CH:13][C:14]([CH:17]([CH3:18])[CH3:19])=[CH:15][CH:16]=3)[N:7]([CH2:20][CH2:21][O:22][CH3:23])[C:6]=2[C:5]([O:24][CH3:25])=[CH:4][C:3]=1[CH2:26][NH:32][C:33]1[CH:38]=[CH:37][CH:36]=[CH:35][CH:34]=1. Procedure details: To a solution of 20 mg (0.039 mmol) of methanesulfonic acid 4-bromo-2-(4-isopropyl-phenyl)-7-methoxy-1-(2-methoxy-ethyl)-1H-benzoimidazol-5-ylmethyl ester in DMF is added aniline (excess) and the reaction is stirred for 1 h at 60° C. The reaction mixture is extracted with sat. NaHCO3/water. The organic layer is evaporated and the residue is purified via reversed phase RP18-chromatographie to give 3.3 mg of the title compound. Reactants: amide, C1(CCCC1)N1C(=CC2=C1N=C(N=C2)NC2=NC=C(C(=O)O)C=C2)C(N(C)C)=O (6-(7-cyclopentyl-6-dimethylcarbamoyl-7H-pyrrolo[2,3-d]pyrimidin-2-ylamino)-nicotinic acid), C1N(CC12CNC2)C(=O)OC(C)(C)C (tert-butyl 2,6-diazaspiro[3.3]heptane-2-carboxylate). Product: C1(CCCC1)N1C(=CC2=C1N=C(N=C2)NC2=NC=C(C(=O)N1CC3(CN(C3)C(=O)OC(C)(C)C)C1)C=C2)C(N(C)C)=O (tert-butyl 6-(6-(7-cyclopentyl-6-(dimethylcarbamoyl)-7H-pyrrolo[2,3-d]pyrimidin-2-ylamino)nicotinoyl)-2,6-diazaspiro[3.3]heptane-2-carboxylate). Isolated yield 74.0%. As a reaction SMILES: [CH:1]1([N:6]2[C:10]3[N:11]=[C:12]([NH:15][C:16]4[CH:24]=[CH:23][C:19]([C:20]([OH:22])=O)=[CH:18][N:17]=4)[N:13]=[CH:14][C:9]=3[CH:8]=[C:7]2[C:25](=[O:29])[N:26]([CH3:28])[CH3:27])[CH2:5][CH2:4][CH2:3][CH2:2]1.[CH2:30]1[C:33]2([CH2:36][NH:35][CH2:34]2)[CH2:32][N:31]1[C:37]([O:39][C:40]([CH3:43])([CH3:42])[CH3:41])=[O:38]>>[CH:1]1([N:6]2[C:10]3[N:11]=[C:12]([NH:15][C:16]4[CH:24]=[CH:23][C:19]([C:20]([N:35]5[CH2:34][C:33]6([CH2:30][N:31]([C:37]([O:39][C:40]([CH3:42])([CH3:41])[CH3:43])=[O:38])[CH2:32]6)[CH2:36]5)=[O:22])=[CH:18][N:17]=4)[N:13]=[CH:14][C:9]=3[CH:8]=[C:7]2[C:25](=[O:29])[N:26]([CH3:28])[CH3:27])[CH2:2][CH2:3][CH2:4][CH2:5]1. Reported procedure: Following amide formation method 1, 6-(7-cyclopentyl-6-dimethylcarbamoyl-7H-pyrrolo[2,3-d]pyrimidin-2-ylamino)-nicotinic acid (199 mg, 0.5 mmol, 1.0 eq) and tert-butyl 2,6-diazaspiro[3.3]heptane-2-carboxylate (100 mg, 0.5 mmol, 1.0 eq) were combined and gave tert-butyl 6-(6-(7-cyclopentyl-6-(dimethylcarbamoyl)-7H-pyrrolo[2,3-d]pyrimidin-2-ylamino)nicotinoyl)-2,6-diazaspiro[3.3]heptane-2-carboxylate as a white solid (214 mg, 0.37 mmol) in 74% yield. 1H NMR (400 MHz, chloroform-d) δ ppm 8.79 (s, 1... The reactants are CCOc1cc(C(C)(C)C)ncc1C1=NC(C)(c2ccc(Cl)cc2)C(C)(c2ccc(Cl)cc2)N1C(=O)N1CCC(CC(=O)O)CC1, C1CCN(C2CNC2)C1. The product is CCOc1cc(C(C)(C)C)ncc1C1=NC(C)(c2ccc(Cl)cc2)C(C)(c2ccc(Cl)cc2)N1C(=O)N1CCC(CC(=O)N2CC(N3CCCC3)C2)CC1. RXN SMILES: [C:1]([CH3:2])([CH3:3])([CH3:4])[c:5]1[cH:6][c:7]([O:44][CH2:45][CH3:46])[c:8]([C:11]2=[N:15][C:14]([CH3:16])([c:17]3[cH:18][cH:19][c:20]([Cl:23])[cH:21][cH:22]3)[C:13]([CH3:24])([c:25]3[cH:26][cH:27][c:28]([Cl:31])[cH:29][cH:30]3)[N:12]2[C:32](=[O:33])[N:34]2[CH2:35][CH2:36][CH:37]([CH2:40][C:41](=[O:42])[OH:43])[CH2:38][CH2:39]2)[cH:9][n:10]1.[NH:47]1[CH2:48][CH:49]([N:51]2[CH2:52][CH2:53][CH2:54][CH2:55]2)[CH2:50]1>>[C:1]([CH3:2])([CH3:3])([CH3:4])[c:5]1[cH:6][c:7]([O:44][CH2:45][CH3:46])[c:8]([C:11]2=[N:15][C:14]([CH3:16])([c:17]3[cH:18][cH:19][c:20]([Cl:23])[cH:21][cH:22]3)[C:13]([CH3:24])([c:25]3[cH:26][cH:27][c:28]([Cl:31])[cH:29][cH:30]3)[N:12]2[C:32](=[O:33])[N:34]2[CH2:35][CH2:36][CH:37]([CH2:40][C:41](=[O:42])[N:47]3[CH2:48][CH:49]([N:51]4[CH2:52][CH2:53][CH2:54][CH2:55]4)[CH2:50]3)[CH2:38][CH2:39]2)[cH:9][n:10]1. Starting materials: C1(=CC=CC=C1)S(=O)(=O)C1=CC=C(C=O)C=C1 (4-(Phenylsulfonyl)benzaldehyde), [BH4-].[Na+] (sodium borohydride), O (water), ( 19 ), CO (methanol). Solvent: O1CCCC1 (tetrahydrofuran). Run at time 1 hour. Yields the product C1(=CC=CC=C1)S(=O)(=O)C1=CC=C(C=C1)CO ([4-(phenylsulfonyl)phenyl]methanol). Reaction SMILES: [C:1]1([S:7]([C:10]2[CH:17]=[CH:16][C:13]([CH:14]=[O:15])=[CH:12][CH:11]=2)(=[O:9])=[O:8])[CH:6]=[CH:5][CH:4]=[CH:3][CH:2]=1.CO.[BH4-].[Na+].O>O1CCCC1>[C:1]1([S:7]([C:10]2[CH:11]=[CH:12][C:13]([CH2:14][OH:15])=[CH:16][CH:17]=2)(=[O:8])=[O:9])[CH:6]=[CH:5][CH:4]=[CH:3][CH:2]=1 |f:2.3|. Procedure: 4-(Phenylsulfonyl)benzaldehyde (prepared according to the method of Ulman et al., J. Org. Chem. (1989), 54 (19), 4691–2; 12.3 g, 50 mmol) was dissolved in tetrahydrofuran and methanol was added, followed by careful addition of sodium borohydride (2.0 g, 52.9 mmol). The reaction was stirred for 1 hour before pouring into water and extracting with ethyl acetate. The organic layer was dried over MgSO4 and evaporated in vacuo to give [4-(phenylsulfonyl)phenyl]methanol. This was treated with phosphor... Starting materials: CCCCBr, CCO, [Na+], [OH-], CC1(C)CC(c2ccc(O)cc2)CC(C)(C)N1. The product is CCCCOc1ccc(C2CC(C)(C)NC(C)(C)C2)cc1. As a reaction SMILES: [CH2:20]([CH2:21][CH2:22][CH3:23])[Br:24].[CH3:25][CH2:26][OH:27].[Na+:19].[OH-:18].[OH:1][c:2]1[cH:3][cH:4][c:5]([CH:8]2[CH2:9][C:10]([CH3:16])([CH3:17])[NH:11][C:12]([CH3:14])([CH3:15])[CH2:13]2)[cH:6][cH:7]1>>[O:1]([c:2]1[cH:3][cH:4][c:5]([CH:8]2[CH2:9][C:10]([CH3:16])([CH3:17])[NH:11][C:12]([CH3:14])([CH3:15])[CH2:13]2)[cH:6][cH:7]1)[CH2:20][CH2:21][CH2:22][CH3:23].